This data is from the Open Reaction Database (ORD), a public repository of structured organic reaction records. The task is: describe an organic reaction: reactants, conditions, products, and yield The reactants are C(C)OC(=O)C1=C(NC(CC1)=O)C(F)(F)F (1,4,5,6-tetrahydro-6-oxo-2-(trifluoromethyl)-3-pyridinecarboxylic acid ethyl ester), BrN1C(CCC1=O)=O (N-bromosuccinimide). Run in ClC(Cl)(Cl)Cl (tetrachloromethane). Run at temperature 70 celsius. Product: C(C)OC(=O)C1=C(NC(C=C1)=O)C(F)(F)F (1,6-Dihydro-6-oxo-2-(trifluoromethyl)-3-pyridinecarboxylic acid ethyl ester). Isolated yield 114.4%. RXN SMILES: [CH2:1]([O:3][C:4]([C:6]1[CH2:11][CH2:10][C:9](=[O:12])[NH:8][C:7]=1[C:13]([F:16])([F:15])[F:14])=[O:5])[CH3:2].BrN1C(=O)CCC1=O>ClC(Cl)(Cl)Cl>[CH2:1]([O:3][C:4]([C:6]1[CH:11]=[CH:10][C:9](=[O:12])[NH:8][C:7]=1[C:13]([F:16])([F:14])[F:15])=[O:5])[CH3:2]. Procedure details: To a suspension of 1,4,5,6-tetrahydro-6-oxo-2-(trifluoromethyl)-3-pyridinecarboxylic acid ethyl ester (136.15 g, 0.57 mol) in tetrachloromethane (450 mL) was added N-bromosuccinimide (113 g, 0.60 mol). The temperature was slowly raised with stirring to 70° C. and reflux temperature was maintained for 20 h. The mixture was cooled and extracted with water (1000 mL) and dichlormethane (1000 mL). The water phase was extracted twice more with dichloromethane (2×500 mL) and the dichloromethane phases ... Reactants: COC=1C=C(C=C(C1OC)OC)CCC(=O)O (3-(3,4,5-trimethoxyphenyl)propionic acid), COC=1C=CC(=CC1)P2(=S)SP(=S)(S2)C=3C=CC(=CC3)OC (Lawesson's reagent), C1CCC(CC1)N=C=NC2CCCCC2 (DCC), N1=CNC2=C1C=CC(=C2)C(=O)NN (benzimidazol-5-carbohydrazide). Yields the product COC=1C=C(CCC2=NN=C(S2)C2=CC3=C(NC=N3)C=C2)C=C(C1OC)OC (5-(5-(3,4,5-Trimethoxyphenethyl)-1,3,4-thiadiazol-2-yl)-1H-benzo[d]imidazole). Reaction SMILES: [CH3:1][O:2][C:3]1[CH:4]=[C:5]([CH2:13][CH2:14][C:15](O)=O)[CH:6]=[C:7]([O:11][CH3:12])[C:8]=1[O:9][CH3:10].C1CCC(N=C=NC2CCCCC2)CC1.[N:33]1[C:37]2[CH:38]=[CH:39][C:40]([C:42]([NH:44][NH2:45])=O)=[CH:41][C:36]=2[NH:35][CH:34]=1.COC1C=CC(P2(SP(C3C=CC(OC)=CC=3)(=S)S2)=[S:55])=CC=1>>[CH3:12][O:11][C:7]1[CH:6]=[C:5]([CH:4]=[C:3]([O:2][CH3:1])[C:8]=1[O:9][CH3:10])[CH2:13][CH2:14][C:15]1[S:55][C:42]([C:40]2[CH:39]=[CH:38][C:37]3[NH:33][CH:34]=[N:35][C:36]=3[CH:41]=2)=[N:44][N:45]=1. Reported procedure: The compound was synthesized starting from 3-(3,4,5-trimethoxyphenyl)propionic acid (241 mg; 1 mmol), DCC (206 mg; 1 mmol), benzimidazol-5-carbohydrazide (176 mg; 1 mmol) and Lawesson's reagent (606 mg; 1.5 mmol) as described in method 2; yield: 0.033 g (8.3%); MS m/z: 397.3 [M+H]+; 1H-NMR (DMSO d6, 400 MHz): δ 3.04 (t, 2H, 3J=7.9 Hz); 3.47 (t, 2H, 3J=7.9 Hz); 3.62 (s, 3H); 3.74 (s, 6H); 6.62 (s, 2H); 7.83 (d, 1H, 3J=8.7 Hz); 7.93 (dd, 1H, 4J=1.7 Hz, 3J=8.7 Hz); 8.22 (d, 1H, 4J=1.7 Hz); 8.91 (s,... The reactants are CC(C)N=C=O, CC(C)(C)c1cc(N)no1, C1CCOC1. Product: CC(C)NC(=O)Nc1cc(C(C)(C)C)on1. RXN SMILES: [CH3:1][CH:2]([CH3:3])[N:4]=[C:5]=[O:6].[NH2:7][c:8]1[n:9][o:10][c:11]([C:13]([CH3:14])([CH3:15])[CH3:16])[cH:12]1.[O:17]1[CH2:18][CH2:19][CH2:20][CH2:21]1>>[CH3:1][CH:2]([CH3:3])[NH:4][C:5](=[O:6])[NH:7][c:8]1[n:9][o:10][c:11]([C:13]([CH3:14])([CH3:15])[CH3:16])[cH:12]1.